Dataset: the Open Reaction Database (ORD), a public repository of structured organic reaction records. Task: describe an organic reaction: reactants, conditions, products, and yield The reactants are C(C)O (ethanol), [H-].[Na+] (Sodium hydride), OCC=CCCC(=O)OCC (ethyl 6-hydroxy-4-hexenoate), ClC(C#N)(Cl)Cl (trichloroacetonitrile). The solvent is CCOCC (ether). Yields the product ClC(C(=O)NC(CCC(=O)OCC)C=C)(Cl)Cl (ETHYL 4-TRICHLOROACETAMIDO-5-HEXENOATE). The yield is 727.1%. Reaction SMILES: [H-].[Na+].O[CH2:4][CH:5]=[CH:6][CH2:7][CH2:8][C:9]([O:11][CH2:12][CH3:13])=[O:10].[Cl:14][C:15]([Cl:19])([Cl:18])[C:16]#[N:17].C([OH:22])C>CCOCC>[Cl:14][C:15]([Cl:19])([Cl:18])[C:16]([NH:17][CH:6]([CH:5]=[CH2:4])[CH2:7][CH2:8][C:9]([O:11][CH2:12][CH3:13])=[O:10])=[O:22] |f:0.1|. Procedure details: Sodium hydride (0.03 g of a 50% dispersion in oil, 0.5 mmol, was added to a solution of ethyl 6-hydroxy-4-hexenoate (0.7 g, 5 mmol) and trichloroacetonitrile (0.6 g, 5 mmol) in anhydrous ether (50 mL) under N2 at 0° C. After 1 H, ethanol (0.5 mmol) was added and the solvent was removed in vacuo. The formation of the imidate was controled by NMR (NH,~8.5 ppm). A solution of the crude imidate in xylene (30 mL) was heated at reflux 48 H. Then the solvent was removed in vacuo and the residue was pur... Reactants: CCCN(CCC)CCC, Cn1c(=O)nc(Cl)c2ccccc21, C1COCCO1, NCCCN1CCN(C(c2ccccc2)c2ccccc2)CC1. Yields the product Cn1c(=O)nc(NCCCN2CCN(C(c3ccccc3)c3ccccc3)CC2)c2ccccc21. As a reaction SMILES: [CH2:14]([N:15]([CH2:16][CH2:17][CH3:18])[CH2:19][CH2:20][CH3:21])[CH2:22][CH3:23].[CH3:1][n:2]1[c:3](=[O:13])[n:4][c:5]([Cl:12])[c:6]2[cH:7][cH:8][cH:9][cH:10][c:11]12.[O:47]1[CH2:48][CH2:49][O:50][CH2:51][CH2:52]1.[c:24]1([CH:30]([N:31]2[CH2:32][CH2:33][N:34]([CH2:37][CH2:38][CH2:39][NH2:40])[CH2:35][CH2:36]2)[c:41]2[cH:42][cH:43][cH:44][cH:45][cH:46]2)[cH:25][cH:26][cH:27][cH:28][cH:29]1>>[CH3:1][n:2]1[c:3](=[O:13])[n:4][c:5]([NH:40][CH2:39][CH2:38][CH2:37][N:34]2[CH2:33][CH2:32][N:31]([CH:30]([c:24]3[cH:25][cH:26][cH:27][cH:28][cH:29]3)[c:41]3[cH:42][cH:43][cH:44][cH:45][cH:46]3)[CH2:36][CH2:35]2)[c:6]2[cH:7][cH:8][cH:9][cH:10][c:11]12. The reactants are COC1=CC=C(COC2=C(C=C(C=C2)C)CO)C=C1 ([2-(4-methoxybenzyloxy)-5-methylphenyl]-methanol), N1C=NC=C1 (imidazole), C1(=CC=CC=C1)P(C1=CC=CC=C1)C1=CC=CC=C1 (triphenylphosphine), II (iodine). Run in C1CCOC1 (THF), C(Cl)Cl (methylene chloride), C1CCOC1 (THF). Conditions: time 3 hour. Product: ICC1=C(C=CC(=C1)C)OCC1=CC=C(C=C1)OC (2-Iodomethyl-1-(4-methoxybenzyloxy)-4-methylbenzene). Reaction SMILES: N1C=CN=C1.C1(P(C2C=CC=CC=2)C2C=CC=CC=2)C=CC=CC=1.[I:25]I.[CH3:27][O:28][C:29]1[CH:45]=[CH:44][C:32]([CH2:33][O:34][C:35]2[CH:40]=[CH:39][C:38]([CH3:41])=[CH:37][C:36]=2[CH2:42]O)=[CH:31][CH:30]=1>C(Cl)Cl.C1COCC1>[I:25][CH2:42][C:36]1[CH:37]=[C:38]([CH3:41])[CH:39]=[CH:40][C:35]=1[O:34][CH2:33][C:32]1[CH:44]=[CH:45][C:29]([O:28][CH3:27])=[CH:30][CH:31]=1. Procedure: To a solution of imidazole (1.52 g, 22.32 mmol) and triphenylphosphine (5.85 g, 22.32 mmol) in methylene chloride (30 mL)/THF (15 mL) is added iodine (5.67 g, 22.32 mmol) in portions and the mixture is stirred at RT for 3 h. To this is added dropwise a solution of [2-(4-methoxybenzyloxy)-5-methylphenyl]-methanol (4.80 g, 18.6 mmol) in THF (15 mL) and the mixture is stirred at RT for 18 h. The mixture is concentrated and the insoluble material is filtered. The filtrate is evaporated and the resid... Reactants: NC1=C(SC=C1C)C(=O)OC (Methyl 3-amino-4-methylthiophene-2-carboxylate), C(=O)N (formamide). Run in O (water). Reaction conditions: temperature 200 celsius, time 3 hour. Product: CC1=CSC2=C1N=CNC2=O (7-Methylthieno[3,2-d]pyrimidine-4(3H)-one). Reaction SMILES: [NH2:1][C:2]1[C:6]([CH3:7])=[CH:5][S:4][C:3]=1[C:8]([O:10]C)=O.[CH:12]([NH2:14])=O>O>[CH3:7][C:6]1[C:2]2[N:1]=[CH:12][NH:14][C:8](=[O:10])[C:3]=2[S:4][CH:5]=1. Procedure: Methyl 3-amino-4-methylthiophene-2-carboxylate (3.0 g) was added to formamide (5 mL), and the mixture was stirred at 200° C. for 3 hours. After cooling to room temperature water (50 mL) was added thereto and then stirred for 15 hours at room temperature to obtain a solid. The solid was filtered, washed with water and dried with N2 gas to obtain the title compound as a white solid without further purification. Reactants: [Cl-].[Ca+2].[Cl-] (calcium chloride), S(=O)(=O)([O-])[O-].[Mg+2] (magnesium sulfate). Product: [Cl-].[Mg+2].[Cl-] (magnesium chloride), S(=O)(=O)([O-])[O-].[Ca+2] (calcium sulfate). As a reaction SMILES: [Cl-:1].[Ca+2:2].[Cl-].[S:4]([O-:8])([O-:7])(=[O:6])=[O:5].[Mg+2:9]>>[Cl-:1].[Mg+2:9].[Cl-:1].[S:4]([O-:8])([O-:7])(=[O:6])=[O:5].[Ca+2:2] |f:0.1.2,3.4,5.6.7,8.9|. Procedure: As another alternative, an aqueous solution containing 0.5 to 1.0 mole/L of calcium chloride and an aqueous solution containing 0.5 to 1.0 mole/L of magnesium sulfate are prepared. Each solution is passed through a millipore membrane filter for sterilization. The resulting two filtrates are mixed so that the ratio of the former filtrate to the latter filtrate roughly becomes 1:1 to 1:1.5. In the mixture, calcium chloride and magnesium sulfate react with each other to form a mixed solution of mag...